Dataset: the Open Reaction Database (ORD), a public repository of structured organic reaction records. Task: describe an organic reaction: reactants, conditions, products, and yield Starting materials: COc1ccc2c(c1)[nH]c(=O)c(=O)n2C, [K+], O=[N+]([O-])[O-], O=S(=O)(O)O. Product: COc1cc2[nH]c(=O)c(=O)n(C)c2cc1[N+](=O)[O-]. As a reaction SMILES: [CH3:1][O:2][c:3]1[cH:4][c:5]2[nH:6][c:7](=[O:15])[c:8](=[O:14])[n:9]([CH3:13])[c:10]2[cH:11][cH:12]1.[K+:16].[O-:17][N+:18]([O-:19])=[O:20].[S:21](=[O:22])(=[O:23])([OH:24])[OH:25]>>[CH3:1][O:2][c:3]1[cH:4][c:5]2[nH:6][c:7](=[O:15])[c:8](=[O:14])[n:9]([CH3:13])[c:10]2[cH:11][c:12]1[N+:18](=[O:17])[O-:19]. The reactants are [BH3-]C#N, CCOC(=O)c1cc(OCC)c(Cl)c(OCC)c1, CCN(C(C)C)C(C)C, CCO, CC(=O)O, CCOc1cc(CN2CCC(NC(=O)c3cc(OC)cc(C(=O)OC)c3)CC2)cc(OCC)c1F, CCOc1cc(CN2CCC(NC(=O)c3cc(CO)cc(OC)c3)CC2)cc(OCC)c1Cl, [Na+]. Yields the product CCOc1cc(CN2CCC(NC(=O)c3cc(OC)cc(C(=O)OC)c3)CC2)cc(OCC)c1Cl. As a reaction SMILES: [C:87]([BH3-:88])#[N:89].[CH2:36]([O:37][C:38](=[O:39])[c:40]1[cH:41][c:42]([O:43][CH2:44][CH3:45])[c:46]([Cl:49])[c:47]([O:48][CH2:50][CH3:51])[cH:52]1)[CH3:53].[CH2:91]([N:92]([CH:93]([CH3:94])[CH3:95])[CH:96]([CH3:97])[CH3:98])[CH3:99].[CH3:100][CH2:101][OH:102].[CH3:103][C:104](=[O:105])[OH:106].[CH3:1][O:2][C:3]([c:4]1[cH:5][c:6]([C:7](=[O:8])[NH:9][CH:10]2[CH2:11][CH2:12][N:13]([CH2:16][c:17]3[cH:18][c:19]([O:27][CH2:28][CH3:29])[c:20]([F:26])[c:21]([O:23][CH2:24][CH3:25])[cH:22]3)[CH2:14][CH2:15]2)[cH:30][c:31]([O:33][CH3:34])[cH:32]1)=[O:35].[Cl:54][c:55]1[c:56]([O:57][CH2:58][CH3:59])[cH:60][c:61]([CH2:62][N:63]2[CH2:64][CH2:65][CH:66]([NH:67][C:68](=[O:69])[c:70]3[cH:71][c:72]([O:73][CH3:74])[cH:75][c:76]([CH2:77][OH:78])[cH:79]3)[CH2:80][CH2:81]2)[cH:82][c:83]1[O:84][CH2:85][CH3:86].[Na+:90]>>[CH3:1][O:2][C:3]([c:4]1[cH:5][c:6]([C:7](=[O:8])[NH:9][CH:10]2[CH2:11][CH2:12][N:13]([CH2:16][c:17]3[cH:18][c:19]([O:27][CH2:28][CH3:29])[c:20]([Cl:49])[c:21]([O:23][CH2:24][CH3:25])[cH:22]3)[CH2:14][CH2:15]2)[cH:30][c:31]([O:33][CH3:34])[cH:32]1)=[O:35]. Reactants: C1(CC1)C=1C=C(C(=NC1)N1CCN(CC1)C(=O)C1=CC=C(C=C1)I)C ([4-(5-cyclopropyl-3-methylpyridin-2-yl)piperazin-1-yl](4-iodophenyl)methanone), O=C1OC[C@H](N1)COC(C1=CC=CC=C1)=O (benzoic acid (R)-2-oxooxazolidin-4-ylmethyl ester). Product: C(C1=CC=CC=C1)(=O)OC[C@H]1N(C(OC1)=O)C1=CC=C(C=C1)C(=O)N1CCN(CC1)C1=NC=C(C=C1C)C1CC1 ((R)-4-benzoyloxymethyl-3-{4-[4-(5-cyclopropyl-3-methylpyridin-2-yl)piperazine-1-carbonyl]phenyl}oxazolidin-2-one). The yield is 91.1%. As a reaction SMILES: [CH:1]1([C:4]2[CH:5]=[C:6]([CH3:25])[C:7]([N:10]3[CH2:15][CH2:14][N:13]([C:16]([C:18]4[CH:23]=[CH:22][C:21](I)=[CH:20][CH:19]=4)=[O:17])[CH2:12][CH2:11]3)=[N:8][CH:9]=2)[CH2:3][CH2:2]1.[O:26]=[C:27]1[NH:31][C@H:30]([CH2:32][O:33][C:34](=[O:41])[C:35]2[CH:40]=[CH:39][CH:38]=[CH:37][CH:36]=2)[CH2:29][O:28]1>>[C:34]([O:33][CH2:32][C@@H:30]1[CH2:29][O:28][C:27](=[O:26])[N:31]1[C:21]1[CH:22]=[CH:23][C:18]([C:16]([N:13]2[CH2:14][CH2:15][N:10]([C:7]3[C:6]([CH3:25])=[CH:5][C:4]([CH:1]4[CH2:3][CH2:2]4)=[CH:9][N:8]=3)[CH2:11][CH2:12]2)=[O:17])=[CH:19][CH:20]=1)(=[O:41])[C:35]1[CH:36]=[CH:37][CH:38]=[CH:39][CH:40]=1. Reported procedure: By reaction and treatment in the same manner as in Preparation Example 91 and using [4-(5-cyclopropyl-3-methylpyridin-2-yl)piperazin-1-yl](4-iodophenyl)methanone (2.08 g) described in Preparation Example 97 and benzoic acid (R)-2-oxooxazolidin-4-ylmethyl ester (1.06 g), the title compound (2.29 g) was obtained. Reactants: O=C=Nc1cc(Cl)cc(Cl)c1, Cl, CC(C)(Oc1ccc(N)cc1)C(=O)O, O, c1ccncc1. Yields the product CC(C)(Oc1ccc(NC(=O)Nc2cc(Cl)cc(Cl)c2)cc1)C(=O)O. Reaction SMILES: [Cl:15][c:16]1[cH:17][c:18]([N:23]=[C:24]=[O:25])[cH:19][c:20]([Cl:22])[cH:21]1.[ClH:27].[NH2:1][c:2]1[cH:3][cH:4][c:5]([O:6][C:7]([C:8](=[O:9])[OH:10])([CH3:11])[CH3:12])[cH:13][cH:14]1.[OH2:26].[cH:28]1[cH:29][cH:30][n:31][cH:32][cH:33]1>>[NH:1]([c:2]1[cH:3][cH:4][c:5]([O:6][C:7]([C:8](=[O:9])[OH:10])([CH3:11])[CH3:12])[cH:13][cH:14]1)[C:24]([NH:23][c:18]1[cH:17][c:16]([Cl:15])[cH:21][c:20]([Cl:22])[cH:19]1)=[O:25].